Dataset: the Open Reaction Database (ORD), a public repository of structured organic reaction records. Task: describe an organic reaction: reactants, conditions, products, and yield Starting materials: [N+](=O)([N+](=O)[O-])[O-] (nitrogen tetroxide), NC1=CC=CC=C1 (aniline). The solvent is C1=CC=CC=C1 (benzene), C1=CC=CC=C1 (benzene). Product: N(N=NC1=CC=CC=C1)C1=CC=CC=C1 (diazoaminobenzene), diazonium nitrate, [N+](=O)([N+](=O)[O-])[O-] (nitrogen tetroxide), [N+](=O)([O-])C1=CC=C(N)C=C1 (p-nitroaniline). As a reaction SMILES: [N+:1]([O-:6])([N+:3]([O-:5])=[O:4])=[O:2].[NH2:7][C:8]1[CH:13]=[CH:12][CH:11]=[CH:10][CH:9]=1>C1C=CC=CC=1>[NH:7]([C:8]1[CH:13]=[CH:12][CH:11]=[CH:10][CH:9]=1)[N:1]=[N:3][C:8]1[CH:13]=[CH:12][CH:11]=[CH:10][CH:9]=1.[N+:1]([O-:6])([N+:3]([O-:5])=[O:4])=[O:2].[N+:1]([C:11]1[CH:12]=[CH:13][C:8]([NH2:7])=[CH:9][CH:10]=1)([O-:6])=[O:2]. Procedure details: Primary aromatic amines also have been diazotized in solvents by means of pure nitrogen tetroxide. O. N. Witt, Tagbl. Natf.-Vers. Baden-Baden 1879, 194 (Chem. Zentr. 1880, II, 226) reported obtaining benzenediazonium nitrate by the reaction of anhydrous pure nitrogen tetroxide with aniline in an anhydrous benzene solution; and B. Houston et al., J. Am. Chem. Soc. 47, 3011-3018 (1925), obtained a diazoaminobenzene derivative as well as the corresponding diazonium nitrate by the action of pure, an...